Dataset: the Open Reaction Database (ORD), a public repository of structured organic reaction records. Task: describe an organic reaction: reactants, conditions, products, and yield As a reaction SMILES: [CH3:1][O:2][C:3]1[CH:25]=[CH:24][C:23]2[CH:9]3[CH2:10][C:11]4[CH:19]=[C:18]5[O:20][CH2:21][O:22][C:17]5=[CH:16][C:12]=4[CH2:13][C:14](=O)[N:8]3[CH2:7][CH2:6][C:5]=2[CH:4]=1>O1CCCC1>[CH3:1][O:2][C:3]1[CH:25]=[CH:24][C:23]2[CH:9]3[CH2:10][C:11]4[CH:19]=[C:18]5[O:20][CH2:21][O:22][C:17]5=[CH:16][C:12]=4[CH2:13][CH2:14][N:8]3[CH2:7][CH2:6][C:5]=2[CH:4]=1. Reported procedure: The title compound was prepared as described in Example 18 by the reduction of 5,9,15,15a-tetrahydro-3-methoxy-[1,3]dioxolo[4,5-h]isoquino-[1,2-b][3]benzazepine-8(6H)-one hemiethanolate (XIIb, Ex. 14) (3.60 g, 10 mmole) with deborane in tetrahydrofurane (25 ml of 1.0M solution). The product was extracted with methylene chloride. The methylene chloride extract was dried (Na2SO4), and evaporated on a rotary evaporator to give an oil which solidified on standing. Recrystallization from ethanol affo... Starting materials: COC1=CC=2CCN3C(CC4=C(CC3=O)C=C3C(=C4)OCO3)C2C=C1 (5,9,15,15a-tetrahydro-3-methoxy-[1,3]dioxolo[4,5-h]isoquino-[1,2-b][3]benzazepine-8(6H)-one). The product is COC1=CC=2CCN3C(CC4=C(CC3)C=C3C(=C4)OCO3)C2C=C1 (5,6,8,9,15,15a-Hexahydro-3-methoxy-[1,3]dioxolo[4,5-h]isoquino[1,2-b][3]benzazepine). The yield is 80.0%. The solvent is O1CCCC1 (tetrahydrofurane). Starting materials: COc1ncc(CN2C(=O)C3(COc4cc5c(cc43)OCCO5)c3ccccc32)cn1, COc1ccc(CN2C(=O)C3(COc4cc5c(cc43)OCCO5)c3ccccc32)cn1. The product is O=C1N(Cc2cnc(O)nc2)c2ccccc2C12COc1cc3c(cc12)OCCO3. As a reaction SMILES: [CH3:1][O:2][c:3]1[n:4][cH:5][c:6]([CH2:9][N:10]2[C:11](=[O:31])[C:12]3([CH2:13][O:14][c:15]4[cH:16][c:17]5[c:18]([cH:23][c:24]43)[O:19][CH2:20][CH2:21][O:22]5)[c:25]3[cH:26][cH:27][cH:28][cH:29][c:30]32)[cH:7][n:8]1.[CH3:32][O:33][c:34]1[n:35][cH:36][c:37]([CH2:38][N:39]2[c:40]3[c:41]([cH:42][cH:43][cH:44][cH:45]3)[C:46]3([c:47]4[c:48]([cH:49][c:50]5[c:55]([cH:56]4)[O:54][CH2:53][CH2:52][O:51]5)[O:57][CH2:58]3)[C:59]2=[O:60])[cH:61][cH:62]1>>[OH:2][c:3]1[n:4][cH:5][c:6]([CH2:9][N:10]2[C:11](=[O:31])[C:12]3([CH2:13][O:14][c:15]4[cH:16][c:17]5[c:18]([cH:23][c:24]43)[O:19][CH2:20][CH2:21][O:22]5)[c:25]3[cH:26][cH:27][cH:28][cH:29][c:30]32)[cH:7][n:8]1.